From a dataset of the Open Reaction Database (ORD), a public repository of structured organic reaction records. describe an organic reaction: reactants, conditions, products, and yield Starting materials: ClC1=C(C=CC(=C1)F)C1C(N(CC1)CC(=O)O)=O (2-(3-(2-chloro-4-fluorophenyl)-2-oxopyrrolidin-1-yl)acetic acid), C1(=CC=CC=C1)C1(CNCC1)C1=CC=CC=C1 (3,3-diphenylpyrrolidine), FC1=CC=C(C=C1)C1(C(N(CCC1)CC(=O)O)=O)C1=CC=C(C=C1)F (2-(3,3-bis(4-fluorophenyl)-2-oxopiperidin-1-yl)acetic acid), FC(C=1C=C2CNCC2=CC1)(F)F (5-(trifluoromethyl)isoindoline). Yields the product ClC1=C(C=CC(=C1)F)C1C(N(CC1)CC(N1CC2=CC=C(C=C2C1)C(F)(F)F)=O)=O (3-(2-chloro-4-fluorophenyl)-1-{2-oxo-2-[5-(trifluoromethyl)-1,3-dihydro-2H-isoindol-2-yl]ethyl}pyrrolidin-2-one). Reaction SMILES: [Cl:1][C:2]1[CH:7]=[C:6]([F:8])[CH:5]=[CH:4][C:3]=1[CH:9]1[CH2:13][CH2:12][N:11]([CH2:14][C:15]([OH:17])=O)[C:10]1=[O:18].FC1C=CC(C2(C3C=CC(F)=CC=3)CCCN(CC(O)=O)C2=O)=CC=1.[F:44][C:45]([F:56])([F:55])[C:46]1[CH:47]=[C:48]2[C:52](=[CH:53][CH:54]=1)[CH2:51][NH:50][CH2:49]2.C1(C2(C3C=CC=CC=3)CCNC2)C=CC=CC=1>>[Cl:1][C:2]1[CH:7]=[C:6]([F:8])[CH:5]=[CH:4][C:3]=1[CH:9]1[CH2:13][CH2:12][N:11]([CH2:14][C:15](=[O:17])[N:50]2[CH2:49][C:48]3[C:52](=[CH:53][CH:54]=[C:46]([C:45]([F:44])([F:56])[F:55])[CH:47]=3)[CH2:51]2)[C:10]1=[O:18]. Procedure: The title compound was prepared using the procedure described in Example 172 substituting 2-(3-(2-chloro-4-fluorophenyl)-2-oxopyrrolidin-1-yl)acetic acid from Example 268A for 2-(3,3-bis(4-fluorophenyl)-2-oxopiperidin-1-yl)acetic acid and 5-(trifluoromethyl)isoindoline for 3,3-diphenylpyrrolidine. 1H NMR (300 MHz, CDCl3) δ ppm 7.59 (t, J=9.9, 2H), 7.48-7.30 (m, 2H), 7.13 (dd, J=2.7, 8.5, 1H), 7.06-6.94 (m, 1H), 4.92 (d, J=19.6, 4H), 4.36 (d, J=16.2, 1H), 4.24-4.10 (m, 2H), 3.77-3.60 (m, 2H), 2.7... Starting materials: BrC=1C=C2C(=CNC(C2=CC1)=O)S(=O)(=O)N1C[C@@H](N(CC1)C(=O)OC(C)(C)C)CO (tert-butyl (2R)-4-[(6-bromo-1-oxo-1,2-dihydroisoquinolin-4-yl)sulfonyl]-2-(hydroxymethyl)piperazine-1-carboxylate), BrCC(CO[Si](C)(C)C(C)(C)C)(C)C ((3-bromo-2,2-dimethylpropoxy)(tert-butyl)dimethylsilane), C([O-])([O-])=O.[Cs+].[Cs+] (cesium carbonate). Yields the product C(C)(=O)OCC.CCCC(C)C (ethyl acetate isohexane), BrC=1C=C2C(=CN(C(C2=CC1)=O)CC(CO[Si](C)(C)C(C)(C)C)(C)C)S(=O)(=O)N1C[C@@H](N(CC1)C(=O)OC(C)(C)C)CO (tert-Butyl (2R)-4-{[6-bromo-2-(3-{[tert-butyl(dimethyl)silyl]oxy}-2,2-dimethylpropyl)-1-oxo-1,2-dihydroisoquinolin-4-yl]sulfonyl}-2-(hydroxymethyl)piperazine-1-carboxylate). Run in CN(C)C=O (DMF). Procedure details: A solution of tert-butyl (2R)-4-[(6-bromo-1-oxo-1,2-dihydroisoquinolin-4-yl)sulfonyl]-2-(hydroxymethyl)piperazine-1-carboxylate (Example 49a, 0.855 g) dissolved in DMF (20 mL) was treated with (3-bromo-2,2-dimethylpropoxy)(tert-butyl)dimethylsilane (0.718 g) and cesium carbonate (1.109 g). The reaction was heated at 110° C. for 107 h. The reaction was cooled and partitioned between ethyl acetate and brine. The organics were washed with brine (×3), dried (MgSO4), filtered and evaporated to leave ... Reaction conditions: temperature 110 celsius. Reaction SMILES: [Br:1][C:2]1[CH:3]=[C:4]2[C:9](=[CH:10][CH:11]=1)[C:8](=[O:12])[NH:7][CH:6]=[C:5]2[S:13]([N:16]1[CH2:21][CH2:20][N:19]([C:22]([O:24][C:25]([CH3:28])([CH3:27])[CH3:26])=[O:23])[C@@H:18]([CH2:29][OH:30])[CH2:17]1)(=[O:15])=[O:14].Br[CH2:32][C:33]([CH3:44])([CH3:43])[CH2:34][O:35][Si:36]([C:39]([CH3:42])([CH3:41])[CH3:40])([CH3:38])[CH3:37].C(=O)([O-])[O-].[Cs+].[Cs+]>CN(C=O)C>[C:22]([O:24][CH2:25][CH3:28])(=[O:23])[CH3:32].[CH3:11][CH2:2][CH2:3][CH:4]([CH3:9])[CH3:5].[Br:1][C:2]1[CH:3]=[C:4]2[C:9](=[CH:10][CH:11]=1)[C:8](=[O:12])[N:7]([CH2:32][C:33]([CH3:44])([CH3:43])[CH2:34][O:35][Si:36]([C:39]([CH3:42])([CH3:41])[CH3:40])([CH3:37])[CH3:38])[CH:6]=[C:5]2[S:13]([N:16]1[CH2:21][CH2:20][N:19]([C:22]([O:24][C:25]([CH3:26])([CH3:27])[CH3:28])=[O:23])[C@@H:18]([CH2:29][OH:30])[CH2:17]1)(=[O:15])=[O:14] |f:2.3.4,6.7|. Yield: 97.0%. Reactants: O(C1=CC=CC=C1)C=1C=C(C=CC1)C=C(CO)C (3-(m-phenoxyphenyl)-2-methyl-2-propenyl alcohol), Br (hydrobromic acid), P(Br)(Br)Br (phosphorus tribromide), resultant mixture, ice water. Run in C(C)O (ethanol). Reaction conditions: temperature 40 celsius, time 3 hour. Product: O(C1=CC=CC=C1)C=1C=C(C=CC1)CC(=CBr)C (3-(m-phenoxyphenyl)-2-methyl-propenylbromide). Yield: 53.4%. As a reaction SMILES: [BrH:1].P(Br)(Br)Br.[O:6]([C:13]1[CH:14]=[C:15]([CH:19]=[C:20]([CH3:23])[CH2:21]O)[CH:16]=[CH:17][CH:18]=1)[C:7]1[CH:12]=[CH:11][CH:10]=[CH:9][CH:8]=1>C(O)C>[O:6]([C:13]1[CH:14]=[C:15]([CH2:19][C:20]([CH3:23])=[CH:21][Br:1])[CH:16]=[CH:17][CH:18]=1)[C:7]1[CH:12]=[CH:11][CH:10]=[CH:9][CH:8]=1. Procedure details: A mixture of 47% hydrobromic acid (3.0 g) and phosphorus tribromide (15.7 ml) was stirred at 40° C. for 3 hours, and a solution of 3-(m-phenoxyphenyl)-2-methyl-2-propenyl alcohol (9.5 g) in ethanol (20 ml) was dropwise added thereto at 10° C. The resultant mixture was aged at the same temperature for 5 hours, poured into ice-water (200 ml) and extracted with diethyl ether (100 ml×2). The ethereal layer was combined, washed with a saturated aqueous sodium chloride, dried over magnesium sulfate an... The reactants are C1C=C(C2=CC=CC=C12)CCCN1CCCCC1 (1-[3-(3-Indenyl)propyl]piperidine), O1CCCC1 (tetrahydrofuran), B (borane), O1CCCC1 (tetrahydrofuran). Reaction conditions: time 8 hour. Product: N1(CCCCC1)CCCC1C(CC2=CC=CC=C12)O (1-(3-Piperidinopropyl)-2-indanol). As a reaction SMILES: [CH2:1]1[C:9]2[C:4](=[CH:5][CH:6]=[CH:7][CH:8]=2)[C:3]([CH2:10][CH2:11][CH2:12][N:13]2[CH2:18][CH2:17][CH2:16][CH2:15][CH2:14]2)=[CH:2]1.B.[O:20]1CCCC1>>[N:13]1([CH2:12][CH2:11][CH2:10][CH:3]2[C:4]3[C:9](=[CH:8][CH:7]=[CH:6][CH:5]=3)[CH2:1][CH:2]2[OH:20])[CH2:14][CH2:15][CH2:16][CH2:17][CH2:18]1. Procedure details: 1-[3-(3-Indenyl)propyl]piperidine (48.2 g, 0.2 M) is dissolved in 400 ml tetrahydrofuran and stirred in a nitrogen atmosphere while 400 ml 1 M borane in tetrahydrofuran is added dropwise over a period of 1 hour. The mixture is left stirring overnight at room temperature. Most of the solvent is then removed in vacuo. The viscous residue is dissolved in 500 ml 95% ethanol, treated with 20 g NaOH and then 65 ml of 30% H2O2 is added dropwise over a period of 30 minutes. The mixture is stirred at roo... Reactants: CC[SiH](CC)CC, COCCCOc1cc(C(=O)C(CC=CCC(C(=O)O)C(C)C)C(C)C)ccc1OC, O, O=C(O)C(F)(F)F. Yields the product COCCCOc1cc(CC(CC=CCC(C(=O)O)C(C)C)C(C)C)ccc1OC. RXN SMILES: [CH2:32]([SiH:33]([CH2:34][CH3:35])[CH2:36][CH3:37])[CH3:38].[CH:1]([CH3:2])([CH3:3])[CH:4]([C:5](=[O:6])[OH:7])[CH2:8][CH:9]=[CH:10][CH2:11][CH:12]([CH:13]([CH3:14])[CH3:15])[C:16]([c:17]1[cH:18][c:19]([O:25][CH2:26][CH2:27][CH2:28][O:29][CH3:30])[c:20]([O:23][CH3:24])[cH:21][cH:22]1)=[O:31].[OH2:39].[OH:40][C:41]([C:42]([F:43])([F:44])[F:45])=[O:46]>>[CH:1]([CH3:2])([CH3:3])[CH:4]([C:5](=[O:6])[OH:7])[CH2:8][CH:9]=[CH:10][CH2:11][CH:12]([CH:13]([CH3:14])[CH3:15])[CH2:16][c:17]1[cH:18][c:19]([O:25][CH2:26][CH2:27][CH2:28][O:29][CH3:30])[c:20]([O:23][CH3:24])[cH:21][cH:22]1.